This data is from the Open Reaction Database (ORD), a public repository of structured organic reaction records. The task is: describe an organic reaction: reactants, conditions, products, and yield The reactants are [H-].[Na+] (sodium hydride), C(#N)CP(OCC)(OCC)=O (diethyl cyanomethylphosphonate), C(C)/C(/C=O)=C\C ((E)-2-ethyl-2-butenal). The solvent is O (water), C1=CC=CC=C1 (benzene), C1=CC=CC=C1 (benzene). Run at temperature 0 celsius, time 60 minute. Product: C(C)/C(/C=C/C#N)=C\C ((E,E)-4-ethyl-2,4-hexadienenitrile). Yield: 41.0%. Reaction SMILES: [H-].[Na+].[C:3]([CH2:5]P(=O)(OCC)OCC)#[N:4].[CH2:14](/[C:16](=[CH:19]\[CH3:20])/[CH:17]=O)[CH3:15]>C1C=CC=CC=1.O>[CH2:19](/[C:16](=[CH:14]\[CH3:15])/[CH:17]=[CH:5]/[C:3]#[N:4])[CH3:20] |f:0.1|. Reported procedure: To a mixture of sodium hydride (60% in oil, 7.5 g) and dry benzene (200 ml) was added dropwise diethyl cyanomethylphosphonate (30 g) with stirring at 0° C. under dry nitrogen atmosphere. After stirring for 60 minutes at room temperature, a solution of (E)-2-ethyl-2-butenal (16.6 g) in dry benzene was added thereto at 0° C. with stirring. The resulting mixture was allowed to stand at room temperature for 60 minutes and diluted with water and then extracted with ethyl acetate. The extract was wash... Reactants: C1=CC=C(C=C1)CN, COC1=CC=C(C=C1)NC2=NC=CC(=C2)Cl. Reagents/catalysts: CC(C)(C)[O-].[Na+], CC(C1CCCC1P(C2CCCCC2)C3CCCCC3)P(C(C)(C)C)C(C)(C)C.C1CCCC1.[Fe], CC(=O)O.CC(=O)O.[Pd]. Solvent: CC(=O)N(C)C. Run at temperature 100 celsius. Yields the product COC1=CC=C(C=C1)NC2=NC=CC(=C2)NCC3=CC=CC=C3. The yield is 59.2%. Procedure details: Phenylmethanamine (50.2 mg, 0.47 mmol), 4-chloro-N-(4-methoxyphenyl)pyridin-2-amine (100 mg, 0.43 mmol) and sodium 2-methylpropan-2-olate (82 mg, 0.85 mmol) were suspended in DMA (2 mL) and sealed into a microwave tube. Nitrogen was bubbled through the reaction mixture for 5 minutes. (R)-(-)-1-[(S)-2-(DICYCLOHEXYLPHOSPHINO)FERROCENYL]ETHYLDI-T-BUTYLPHOSPHINE (28.4 mg, 0.05 mmol) and diacetoxypalladium (7.65 mg, 0.03 mmol) were added to the reaction mixture and nitrogen was bubbled through the re... RXN SMILES: [CH3:1][C:2]([O:4][CH2:5][C@:6]1([C@H:15]([C@@H:9]2[C@H:8]([N:16]3[C:25](=[O:26])[c:24]([c:19]4[C:17]3=[O:18])[cH:23][cH:22][cH:21][cH:20]4)[CH2:7]1)[O:14][C:11]([CH3:13])([CH3:12])[O:10]2)O)=[O:3].O[N+]1(CC[N+]2([F:27])CC1)CC2.F[B-](F)(F)F.F[B-](F)(F)F>>[CH3:1][C:2]([O:4][CH2:5][C@@:6]1([C@H:15]([C@@H:9]2[C@H:8]([N:16]3[C:25](=[O:26])[c:24]([c:19]4[C:17]3=[O:18])[cH:23][cH:22][cH:21][cH:20]4)[CH2:7]1)[O:14][C:11]([CH3:13])([CH3:12])[O:10]2)[F:27])=[O:3]. Solvent: C1CCOC1 (THF). Run at temperature 25 celsius, time 18 hour. Yields the product CC(=O)OC[C@@]1(F)C[C@H]([C@@H]2OC(C)(C)O[C@H]12)N3C(=O)c4ccccc4C3=O. The reactants are [N+]12(CC[N+](CC1)(CC2)F)O.[B-](F)(F)(F)F.[B-](F)(F)(F)F, C1[C@H]([C@H]2[C@@H]([C@@]1(COC(=O)C)O)OC(O2)(C)C)N1C(c2c(C1=O)cccc2)=O. The reagents and catalysts are c1ccc(cc1)-c2c3ccccc3cc4ccccc24 (9-Phenylanthracene). Starting materials: [N+](=O)(O)[O-] (nitric acid), CC1(OC2=C(C1)C(=C(C(=C2)C)C)C)C (2,2,4,5,6-pentamethyl-2,3-dihydrobenzofuran), C(C)(=O)O (acetic acid). The solvent is C(C)(=O)OC(C)=O (acetic anhydride), C(C)(=O)OC(C)=O (acetic anhydride). Product: CC1(OC2=C(C1)C(=C(C(=C2[N+](=O)[O-])C)C)C)C (2,2,4,5,6-Pentamethyl-7-nitro-2,3-dihydrobenzofuran). Yield: 9.8%. As a reaction SMILES: C(O)(=O)C.[N+:5]([O-:8])(O)=[O:6].[CH3:9][C:10]1([CH3:22])[CH2:14][C:13]2[C:15]([CH3:21])=[C:16]([CH3:20])[C:17]([CH3:19])=[CH:18][C:12]=2[O:11]1>C(OC(=O)C)(=O)C>[CH3:9][C:10]1([CH3:22])[CH2:14][C:13]2[C:15]([CH3:21])=[C:16]([CH3:20])[C:17]([CH3:19])=[C:18]([N+:5]([O-:8])=[O:6])[C:12]=2[O:11]1. Procedure: The mixed solution of acetic anhydride (5 ml) and acetic acid (5 ml) was cooled and nitric acid (5 ml) was added cautiously with stirring. Then, a solution of 2,2,4,5,6-pentamethyl-2,3-dihydrobenzofuran (2.9 g, 13.9 mmol) in acetic anhydride (5 ml) was added dropwise and the mixture was stirred for 30 minutes. The reaction mixture was poured into ice-cold water and the product was extracted with ethyl acetate. The extract was washed with saturated sodium bicarbonate solution, dried and concentra... Starting materials: C(C1=CC=CC=C1)O[C@@H](COC(CCCCl)=O)COCCCCCCCCCCCCCCCCCC ((R)-2-O-benzyl-1-O-(4-chlorobutyryl)-3-O-octadecylglycerine), [H][H] (hydrogen). Reagents/catalysts: [Pd]=O (palladium oxide). Run in C(C)(=O)O (acetic acid). Yields the product ClCCCC(=O)OC[C@H](O)COCCCCCCCCCCCCCCCCCC ((R)-1-O-(4-chlorobutyryl)-3-O-octadecylglycerine). As a reaction SMILES: C([O:8][C@H:9]([CH2:18][O:19][CH2:20][CH2:21][CH2:22][CH2:23][CH2:24][CH2:25][CH2:26][CH2:27][CH2:28][CH2:29][CH2:30][CH2:31][CH2:32][CH2:33][CH2:34][CH2:35][CH2:36][CH3:37])[CH2:10][O:11][C:12](=[O:17])[CH2:13][CH2:14][CH2:15][Cl:16])C1C=CC=CC=1.[H][H]>C(O)(=O)C.[Pd]=O>[Cl:16][CH2:15][CH2:14][CH2:13][C:12]([O:11][CH2:10][C@@H:9]([CH2:18][O:19][CH2:20][CH2:21][CH2:22][CH2:23][CH2:24][CH2:25][CH2:26][CH2:27][CH2:28][CH2:29][CH2:30][CH2:31][CH2:32][CH2:33][CH2:34][CH2:35][CH2:36][CH3:37])[OH:8])=[O:17]. Procedure details: A solution of 0.4 g of (R)-2-O-benzyl-1-O-(4-chlorobutyryl)-3-O-octadecylglycerine in 20 ml of glacial acetic acid is treated with 0.120 g of palladium oxide and hydrogen. The catalyst is removed by filtration under suction and the filtrate is dried under reduced pressure. There is obtained (R)-1-O-(4-chlorobutyryl)-3-O-octadecylglycerine of melting point 48° C. The reactants are C(C(=O)Cl)(=O)Cl (oxalyl chloride), CS(=O)C (DMSO), C(C)(C)(C)OC(=O)N1C[C@@H]([C@H](C1)C1=CC(=CC=C1)F)CO (1-tert-Butoxycarbonyl-3-(R)-(hydroxymethyl)-4-(S)-(3-fluorophenyl) pyrrolidine), C(C)(C)N(C(C)C)CC (N,N-diisopropylethylamine). Run in C(Cl)Cl (CH2Cl2), C(Cl)Cl (CH2Cl2). Reaction conditions: temperature 0 celsius, time 5 minute. The product is C(C)(C)(C)OC(=O)N1C[C@@H]([C@H](C1)C1=CC(=CC=C1)F)C=O (1-tert-Butoxycarbonyl-3-(R)-(formyl)-4-(S)-(3-fluorophenyl)pyrrolidine). Reaction SMILES: C(Cl)(=O)C(Cl)=O.CS(C)=O.[C:11]([O:15][C:16]([N:18]1[CH2:22][C@H:21]([C:23]2[CH:28]=[CH:27][CH:26]=[C:25]([F:29])[CH:24]=2)[C@@H:20]([CH2:30][OH:31])[CH2:19]1)=[O:17])([CH3:14])([CH3:13])[CH3:12].C(N(CC)C(C)C)(C)C>C(Cl)Cl>[C:11]([O:15][C:16]([N:18]1[CH2:22][C@H:21]([C:23]2[CH:28]=[CH:27][CH:26]=[C:25]([F:29])[CH:24]=2)[C@@H:20]([CH:30]=[O:31])[CH2:19]1)=[O:17])([CH3:14])([CH3:13])[CH3:12]. Reported procedure: A solution of 4.3 mL (49.8 mmol) of oxalyl chloride in 90 mL of CH2Cl2 at −78° C. was treated with 5.4 mL (75.7 mmol) of DMSO maintaining the temperature at less than −60° C. The resulting mixture was stirred cold for 5 min. A solution of 6.4 g (21.6 mmol) of 1-tert-butoxycarbonyl-3-(R)-(hydroxymethyl)-4-(S)-(3-fluoro)phenylpyrrolidine (from Step B) in 10 mL of CH2Cl2 was added maintaining the temperature at less than −60° C. The resulting mixture was stirred cold for 60 min. The mixture was tre... The reactants are BrC1=NC(=CC(=C1)OC)OC1=CC(=CC=C1)C(F)(F)F (2-bromo-4-methoxy-6-[3-(trifluoromethyl)phenoxy] pyridine), Cl (hydrochloric acid), C(CCC)[Li] (n-butyl lithium), C(=O)=O (carbon dioxide). Solvent: C(C)OCC (diethyl ether), C(C)(=O)OCC.O (ethyl acetate water). Reaction conditions: time 10 minute. Yields the product COC1=CC(=NC(=C1)OC1=CC(=CC=C1)C(F)(F)F)C(=O)O (4-methoxy-6-[3-(trifluoromethyl)phenoxy] picolinic acid). RXN SMILES: Br[C:2]1[CH:7]=[C:6]([O:8][CH3:9])[CH:5]=[C:4]([O:10][C:11]2[CH:16]=[CH:15][CH:14]=[C:13]([C:17]([F:20])([F:19])[F:18])[CH:12]=2)[N:3]=1.C([Li])CCC.[C:26](=[O:28])=[O:27].Cl>C(OCC)C.C(OCC)(=O)C.O>[CH3:9][O:8][C:6]1[CH:5]=[C:4]([O:10][C:11]2[CH:16]=[CH:15][CH:14]=[C:13]([C:17]([F:20])([F:19])[F:18])[CH:12]=2)[N:3]=[C:2]([C:26]([OH:28])=[O:27])[CH:7]=1 |f:5.6|. Reported procedure: 2-bromo-4-methoxy-6-[3-(trifluoromethyl)phenoxy] pyridine (3.00 g, 0.0086 mol) was suspended in about 30 ml of diethyl ether. While cooling in a dry ice-acetone bath in an argon atmosphere, the obtained suspension was mixed with n-butyl lithium [5.9 ml (ca. 1.69M hexane solution), 0.0086×1.1 mol], and the obtained suspension was stirred for about 10 minutes. After replacing an interior of the reactor with a carbon dioxide gas, the solution was removed from the bath and stirred at room temperatur...